Dataset: the Open Reaction Database (ORD), a public repository of structured organic reaction records. Task: describe an organic reaction: reactants, conditions, products, and yield RXN SMILES: [Br:1][C:2]1[CH:15]=[C:14]([N+:16]([O-:18])=[O:17])[CH:13]=[CH:12][C:3]=1[O:4][C:5]1[CH:6]=[C:7]([OH:11])[CH:8]=[CH:9][CH:10]=1.[CH3:19][S:20]Cl.CSSC.ClCl>C(Cl)Cl>[Br:1][C:2]1[CH:15]=[C:14]([N+:16]([O-:18])=[O:17])[CH:13]=[CH:12][C:3]=1[O:4][C:5]1[CH:10]=[CH:9][C:8]([S:20][CH3:19])=[C:7]([OH:11])[CH:6]=1. Run in C(Cl)Cl (methylene chloride), C(Cl)Cl (methylene chloride). Reported procedure: 3-(2-Bromo-4-nitrophenoxy)phenol (0.01 mole) and methylene chloride (200 ml) are charged into a glass reaction vessel equipped with a mechanical stirrer and addition funnel. The mixture is stirred until dissolved and cooled to about -20° C. A solution of methyl sulfenyl chloride freshly prepared by reacting dimethyl disulfide (0.015 mole) with chlorine (0.18 mole) in methylene chloride (100 ml) is then added dropwise to the reaction vessel over a period of about 40 minutes. After the addition is... Yields the product BrC1=C(OC=2C=CC(=C(C2)O)SC)C=CC(=C1)[N+](=O)[O-] (5-(2-bromo-4-nitrophenoxy)-2-(methylthio)phenol). Reaction conditions: temperature -20 celsius, time 30 minute. The reactants are ClCl (chlorine), BrC1=C(OC=2C=C(C=CC2)O)C=CC(=C1)[N+](=O)[O-] (3-(2-Bromo-4-nitrophenoxy)phenol), CSCl (methyl sulfenyl chloride), CSSC (dimethyl disulfide). Procedure details: To a solution of 2.700 g of 3-diphenylmethoxy-1-(2-furyl)methyl-6-hydroxymethyl-4-pyridone in 200 ml of methanol is added 15.00 g of active manganese dioxide at room temperature, and the mixture is stirred for 4 hours. After insolubles are removed by filtration, the filtrate is subjected to flash column chromatography on 120 g of Wako-Gel C-300 (manufactured by Wako Pure Chemical Industries, Ltd.) with an eluent of chloroform-methanol (20:1) to perform separation and purification. The title comp... Reaction conditions: time 4 hour. The reagents and catalysts are [O-2].[O-2].[Mn+4] (manganese dioxide). RXN SMILES: [C:1]1([CH:7]([C:24]2[CH:29]=[CH:28][CH:27]=[CH:26][CH:25]=2)[O:8][C:9]2[C:14](=[O:15])[CH:13]=[C:12]([CH2:16][OH:17])[N:11]([CH2:18][C:19]3[O:20][CH:21]=[CH:22][CH:23]=3)[CH:10]=2)[CH:6]=[CH:5][CH:4]=[CH:3][CH:2]=1>CO.[O-2].[O-2].[Mn+4]>[C:24]1([CH:7]([C:1]2[CH:6]=[CH:5][CH:4]=[CH:3][CH:2]=2)[O:8][C:9]2[C:14](=[O:15])[CH:13]=[C:12]([CH:16]=[O:17])[N:11]([CH2:18][C:19]3[O:20][CH:21]=[CH:22][CH:23]=3)[CH:10]=2)[CH:25]=[CH:26][CH:27]=[CH:28][CH:29]=1 |f:2.3.4|. Solvent: CO (methanol). The yield is 80.5%. The reactants are C1(=CC=CC=C1)C(OC1=CN(C(=CC1=O)CO)CC=1OC=CC1)C1=CC=CC=C1 (3-diphenylmethoxy-1-(2-furyl)methyl-6-hydroxymethyl-4-pyridone). The product is C1(=CC=CC=C1)C(OC1=CN(C(=CC1=O)C=O)CC=1OC=CC1)C1=CC=CC=C1 (3-diphenylmethoxy-6-formyl-1-(2-furyl)methyl-4-pyridone). Reactants: CCOC(=O)C(C)(C)Oc1ccc(CCCO)cc1, ClCCCl, CN(C)C=O, O=S(Cl)Cl. Yields the product CCOC(=O)C(C)(C)Oc1ccc(CCCCl)cc1. Reaction SMILES: [CH2:1]([CH3:2])[O:3][C:4]([C:5]([CH3:6])([CH3:7])[O:8][c:9]1[cH:10][cH:11][c:12]([CH2:15][CH2:16][CH2:17][OH:18])[cH:13][cH:14]1)=[O:19].[Cl:29][CH2:30][CH2:31][Cl:32].[O:24]=[CH:25][N:26]([CH3:27])[CH3:28].[S:20]([Cl:21])([Cl:22])=[O:23]>>[CH2:1]([CH3:2])[O:3][C:4]([C:5]([CH3:6])([CH3:7])[O:8][c:9]1[cH:10][cH:11][c:12]([CH2:15][CH2:16][CH2:17][Cl:22])[cH:13][cH:14]1)=[O:19]. Starting materials: C(#C)C1=CC2=C(SC3=C1C=C(C=C3)Cl)C=CC=C2 (10-ethynyl-8-chloro-dibenzo[ b,f] thiepin), [Cl-].[NH4+] (ammonium chloride), C(C)[Mg]Br (ethylmagnesium bromide), C=O (paraformaldehyde). Run in O1CCCC1 (tetrahydrofuran), O1CCCC1 (tetrahydrofuran). Run at temperature 50 celsius. The product is ClC=1C=CC2=C(C(=CC3=C(S2)C=CC=C3)C#CCO)C1 (3-(8-chloro-dibenzo[ b,f] thiepin-10-yl)-2-propyn-1-ol). As a reaction SMILES: [C:1]([C:3]1[C:9]2[CH:10]=[C:11]([Cl:14])[CH:12]=[CH:13][C:8]=2[S:7][C:6]2[CH:15]=[CH:16][CH:17]=[CH:18][C:5]=2[CH:4]=1)#[CH:2].C([Mg]Br)C.[CH2:23]=[O:24].[Cl-].[NH4+]>O1CCCC1>[Cl:14][C:11]1[CH:12]=[CH:13][C:8]2[S:7][C:6]3[CH:15]=[CH:16][CH:17]=[CH:18][C:5]=3[CH:4]=[C:3]([C:1]#[C:2][CH2:23][OH:24])[C:9]=2[CH:10]=1 |f:3.4|. Procedure: A solution of 13.5 g of 10-ethynyl-8-chloro-dibenzo[ b,f] thiepin in 150 ml. of absolute tetrahydrofuran is treated dropwise at room temperature with 52 ml. of a 1-M solution of ethylmagnesium bromide solution in tetrahydrofuran. After stirring the mixture for an additional hour, 1.85 g of paraformaldehyde are pyrrolyzed and led through the mixture in gaseous form. The solution, having now warmed to about 50° C., is stirred for an additional 30 minutes and then poured onto a saturated, aqueous a... The reactants are ICC(=O)O[C@@H]1[C@@H]2[C@]3(CC[C@H](C[C@@H]3CC[C@H]2[C@@H]2CC[C@H](C(C)=O)[C@]2(C1)C)OS(=O)(=O)C)C (11β-iodoacetoxy-3α-methanesulphonyloxy-5α-pregnan-20-one), O (water). Solvent: C(C)(C)(C)O (t-butanol). Run at time 75 minute. The product is ICC(=O)O[C@@H]1[C@@H]2[C@]3(CC=CC[C@@H]3CC[C@H]2[C@@H]2CC[C@H](C(C)=O)[C@]2(C1)C)C (11β-Iodoacetoxy-5α-pregn-2-en-20-one). Yield: 68.9%. As a reaction SMILES: [I:1][CH2:2][C:3]([O:5][C@H:6]1[CH2:25][C@@:24]2([CH3:26])[C@@H:17]([CH2:18][CH2:19][C@@H:20]2[C:21](=[O:23])[CH3:22])[C@H:16]2[C@H:7]1[C@:8]1([CH3:32])[C@@H:13]([CH2:14][CH2:15]2)[CH2:12][C@H:11](OS(C)(=O)=O)[CH2:10][CH2:9]1)=[O:4].O>C(O)(C)(C)C>[I:1][CH2:2][C:3]([O:5][C@H:6]1[CH2:25][C@@:24]2([CH3:26])[C@@H:17]([CH2:18][CH2:19][C@@H:20]2[C:21](=[O:23])[CH3:22])[C@H:16]2[C@H:7]1[C@:8]1([CH3:32])[C@@H:13]([CH2:14][CH2:15]2)[CH2:12][CH:11]=[CH:10][CH2:9]1)=[O:4]. Reported procedure: A solution of 11β-iodoacetoxy-3α-methanesulphonyloxy-5α-pregnan-20-one (22.2 g) in t-butanol (950 ml) containing water (500 ml) was treated with powdered silica gel (44 g) and refluxed with stirring for 75 minutes. The cooled mixture was filtered and the filtrate was evaporated to small bulk and diluted with water. The precipitated solid was collected by filtration and recrystallized from aqueous methanol to afford title compound (12.77 g). A sample recrystallized from acetone-petroleum ether ha... The reactants are ClC1=CC=C(C=C1)C(OCCN(C)C)C1=CC(=C(C=C1)OCOC)N(C)C (2-[1-(4-chlorophenyl)-1-(3-dimethylamino-4-methoxymethoxyphenyl)methoxy]-N,N-dimethylethanamine), O1CCCC1 (tetrahydrofuran), C(O)([O-])=O.[Na+] (sodium hydrogencarbonate). The solvent is Cl (hydrochloric acid), Cl (hydrochloric acid). Yields the product ClC1=CC=C(C=C1)C(O)C1=CC(=C(C=C1)OCOC)N(C)C (1-(4-chlorophenyl)-1-(3-dimethylamino-4-methoxymethoxyphenyl)methanol), ClC1=CC=C(C=C1)C(OCCN(C)C)C1=CC(=C(C=C1)O)N(C)C (2-[1-(4-chlorophenyl)-1-(3-dimethylamino-4-hydroxyphenyl)methoxy]-N,N-dimethylethanamine). RXN SMILES: [Cl:1][C:2]1[CH:7]=[CH:6][C:5]([CH:8]([C:15]2[CH:20]=[CH:19][C:18]([O:21][CH2:22][O:23][CH3:24])=[C:17]([N:25]([CH3:27])[CH3:26])[CH:16]=2)[O:9][CH2:10][CH2:11][N:12]([CH3:14])[CH3:13])=[CH:4][CH:3]=1.O1CCCC1.C(=O)([O-])O.[Na+]>Cl>[Cl:1][C:2]1[CH:3]=[CH:4][C:5]([CH:8]([C:15]2[CH:20]=[CH:19][C:18]([O:21][CH2:22][O:23][CH3:24])=[C:17]([N:25]([CH3:26])[CH3:27])[CH:16]=2)[OH:9])=[CH:6][CH:7]=1.[Cl:1][C:2]1[CH:7]=[CH:6][C:5]([CH:8]([C:15]2[CH:20]=[CH:19][C:18]([OH:21])=[C:17]([N:25]([CH3:27])[CH3:26])[CH:16]=2)[O:9][CH2:10][CH2:11][N:12]([CH3:14])[CH3:13])=[CH:4][CH:3]=1 |f:2.3|. Procedure details: A solution of the compound (2) (0.43 g, 1.09 mmol) obtained above in 1N hydrochloric acid (3.28 ml) and tetrahydrofuran (2 ml) was heated under reflux for 3 hours. Thereto was added additional 1N hydrochloric acid (2.18 ml) and the mixture was further heated for 1.5 hours. The reaction mixture was poured into a saturated aqueous solution of sodium hydrogencarbonate, extracted with methylene chloride, dried over anhydrous magnesium sulfate and evaporated. The residue was purified by column chroma... Reactants: FC(C(=O)O)(F)F (Trifluoroacetic acid), ClC=1C=CC(=NC1)C(=O)NC=1C=CC(=C(C1)[C@@]12N=C(SC[C@@H]1CCCC2)NC(OC(C)(C)C)=O)F (tert-butyl(±)-((4aR*,8aS*)-8a-{5-[(5-chloropyridine-2-carbonyl)-amino]-2-fluorophenyl}-4a,5,6,7,8,8a-hexahydro-4H-benzo[d][1,3]thiazin-2-yl)carbamate), C([O-])(O)=O.[Na+] (sodium bicarbonate). The solvent is C(C)OCC (diethyl ether), ClCCl (dichloromethane). Run at time 4 hour. Product: NC=1SC[C@H]2[C@@](N1)(CCCC2)C=2C=C(C=CC2F)NC(=O)C2=NC=C(C=C2)Cl ((±)-N-[3-((4aR*,8aS*)-2-amino-4,4a,5,6,7,8-hexahydrobenzo[d][1,3]thiazin-8a-yl)-4-fluorophenyl]-5-chloropyridine-2-carboxamide). Isolated yield 97.0%. RXN SMILES: FC(F)(F)C(O)=O.[Cl:8][C:9]1[CH:10]=[CH:11][C:12]([C:15]([NH:17][C:18]2[CH:19]=[CH:20][C:21]([F:42])=[C:22]([C@:24]34[CH2:33][CH2:32][CH2:31][CH2:30][C@H:29]3[CH2:28][S:27][C:26]([NH:34]C(=O)OC(C)(C)C)=[N:25]4)[CH:23]=2)=[O:16])=[N:13][CH:14]=1.C(=O)(O)[O-].[Na+]>ClCCl.C(OCC)C>[NH2:34][C:26]1[S:27][CH2:28][C@@H:29]2[CH2:30][CH2:31][CH2:32][CH2:33][C@:24]2([C:22]2[CH:23]=[C:18]([NH:17][C:15]([C:12]3[CH:11]=[CH:10][C:9]([Cl:8])=[CH:14][N:13]=3)=[O:16])[CH:19]=[CH:20][C:21]=2[F:42])[N:25]=1 |f:2.3|. Procedure details: Trifluoroacetic acid (200 μL) was added to a solution of the compound of Example 1 (23.0 mg) in dichloromethane (1.00 mL), and the mixture was stirred at room temperature for four hours. The reaction solution was diluted with diethyl ether and neutralized with a sodium bicarbonate solution. The reaction mixture was extracted with ethyl acetate, and the organic layer was washed with a saturated sodium chloride solution. The organic layer was dried over anhydrous magnesium sulfate. The drying agen...